Task: describe an organic reaction: reactants, conditions, products, and yield. Dataset: the Open Reaction Database (ORD), a public repository of structured organic reaction records The reactants are [O-]O.C(C)(C)C1=CC=CC=C1 (isopropylbenzene hydroperoxide), C=CC (propylene), C1C(C)O1 (propyleneoxide), C(C)(C)(C1=CC=CC=C1)O (cumyl alcohol). Reagents/catalysts: [Ti] (titanium). The product is C(C)(C)C1=CC=CC=C1 (isopropylbenzene). As a reaction SMILES: [O-]O.[CH:3]([C:6]1[CH:11]=[CH:10][CH:9]=[CH:8][CH:7]=1)([CH3:5])[CH3:4].C=CC.C1OC1C.C(O)(C1C=CC=CC=1)(C)C>[Ti]>[CH:3]([C:6]1[CH:11]=[CH:10][CH:9]=[CH:8][CH:7]=1)([CH3:5])[CH3:4] |f:0.1|. Procedure details: The alkylbenzene hydroperoxide obtained in the present invention can be used as a starting material for producing an alkylene oxide. For example, isopropylbenzene hydroperoxide obtained is reacted with propylene in the presence of a titanium-containing catalyst to produce a mixture of propyleneoxide and cumyl alcohol. After the mixture is separated, the obtained cumyl alcohol is reacted with hydrogen in the presence of hydrogenolysis catalyst to produce isopropylbenzene, and the isopropylbenzene... As a reaction SMILES: [CH2:46]([Cl:47])[Cl:48].[Cl:1][c:2]1[cH:3][c:4]([NH:9][C:10](=[O:11])[c:12]2[cH:13][cH:14][c:15]([O:16][c:17]3[c:18]([CH2:31][NH:32][S:33](=[O:34])(=[O:35])[CH3:36])[cH:19][c:20]([CH2:23][C:24](=[O:25])[O:26][C:27]([CH3:28])([CH3:29])[CH3:30])[cH:21][cH:22]3)[cH:37][cH:38]2)[cH:5][cH:6][c:7]1[Cl:8].[F:39][C:40]([F:41])([F:42])[C:43]([OH:44])=[O:45]>>[Cl:1][c:2]1[cH:3][c:4]([NH:9][C:10](=[O:11])[c:12]2[cH:13][cH:14][c:15]([O:16][c:17]3[c:18]([CH2:31][NH:32][S:33](=[O:34])(=[O:35])[CH3:36])[cH:19][c:20]([CH2:23][C:24](=[O:25])[OH:26])[cH:21][cH:22]3)[cH:37][cH:38]2)[cH:5][cH:6][c:7]1[Cl:8]. The reactants are ClCCl, CC(C)(C)OC(=O)Cc1ccc(Oc2ccc(C(=O)Nc3ccc(Cl)c(Cl)c3)cc2)c(CNS(C)(=O)=O)c1, O=C(O)C(F)(F)F. Yields the product CS(=O)(=O)NCc1cc(CC(=O)O)ccc1Oc1ccc(C(=O)Nc2ccc(Cl)c(Cl)c2)cc1. Starting materials: CC(=O)Nc1ccc(C#N)cc1OC(F)(F)F, CC(=O)[O-], CC(C)O, Cl, NO, [Na+]. Product: CC(=O)Nc1ccc(C(=N)NO)cc1OC(F)(F)F. RXN SMILES: [C:1](#[N:2])[c:3]1[cH:4][c:5]([O:13][C:14]([F:15])([F:16])[F:17])[c:6]([NH:9][C:10]([CH3:11])=[O:12])[cH:7][cH:8]1.[CH3:22][C:23](=[O:24])[O-:25].[CH:26]([OH:27])([CH3:28])[CH3:29].[ClH:18].[NH2:19][OH:20].[Na+:21]>>[C:1](=[NH:2])([c:3]1[cH:4][c:5]([O:13][C:14]([F:15])([F:16])[F:17])[c:6]([NH:9][C:10]([CH3:11])=[O:12])[cH:7][cH:8]1)[NH:19][OH:20]. Reactants: C1COCCO1, COc1ccc(C(Cc2ccncc2)c2cccc(N)c2)cc1OC1CCCC1, O, O=S(=O)(O)O. The product is COc1ccc(C(Cc2ccncc2)c2cccc(N)c2)cc1O. Reaction SMILES: [CH2:36]1[O:37][CH2:38][CH2:39][O:40][CH2:41]1.[CH:7]1([O:12][c:13]2[cH:14][c:15]([CH:21]([CH2:22][c:23]3[cH:24][cH:25][n:26][cH:27][cH:28]3)[c:29]3[cH:30][c:31]([NH2:32])[cH:33][cH:34][cH:35]3)[cH:16][cH:17][c:18]2[O:19][CH3:20])[CH2:8][CH2:9][CH2:10][CH2:11]1.[OH2:1].[S:2](=[O:3])(=[O:4])([OH:5])[OH:6]>>[OH:12][c:13]1[cH:14][c:15]([CH:21]([CH2:22][c:23]2[cH:24][cH:25][n:26][cH:27][cH:28]2)[c:29]2[cH:30][c:31]([NH2:32])[cH:33][cH:34][cH:35]2)[cH:16][cH:17][c:18]1[O:19][CH3:20]. Starting materials: resultant mixture, C(CCCCCCCCCCCCCCC)(=O)O (Palmitic acid), C(C)(=O)OC(C)=O (acetic anhydride), C(CCCCCCCCCCCCCCC)(=O)O (palmitic acid). Solvent: C1CCCCC1 (cyclohexane). The product is C(CCCCCCCCCCCCCCC)(=O)OC(CCCCCCCCCCCCCCC)=O (Palmitic Anhydride). Reaction SMILES: [C:1]([OH:18])(=[O:17])[CH2:2][CH2:3][CH2:4][CH2:5][CH2:6][CH2:7][CH2:8][CH2:9][CH2:10][CH2:11][CH2:12][CH2:13][CH2:14][CH2:15][CH3:16].C(O[C:23](=[O:25])[CH3:24])(=O)C>C1CCCCC1>[C:1]([O:18][C:23](=[O:25])[CH2:24][CH2:14][CH2:13][CH2:12][CH2:11][CH2:10][CH2:9][CH2:8][CH2:7][CH2:6][CH2:5][CH2:4][CH2:3][CH2:2][CH3:1])(=[O:17])[CH2:2][CH2:3][CH2:4][CH2:5][CH2:6][CH2:7][CH2:8][CH2:9][CH2:10][CH2:11][CH2:12][CH2:13][CH2:14][CH2:15][CH3:16]. Procedure details: Palmitic acid (512.04 g, 2.00 moles) and acetic anhydride (204.05 g, 2.00 moles) were charged to a two liter reaction flask fitted with an overhead stirrer, thermometer, condenser and nitrogen inlet. The mixture was heated gently with stirring to allow the solid palmitic acid to melt (61° C. to 64° C.). Heating was continued until the reflux temperature had been reached (147° C.), this temperature was maintained for a period of one hour. The resultant mixture was cooled to room temperature to al... Reaction SMILES: [OH:1][C:2]1[CH:11]=[CH:10][CH:9]=[C:8]2[C:3]=1[CH:4]=[CH:5][CH:6]=[N:7]2.C([O-])([O-])=O.[K+].[K+].[O:18](S(C(F)(F)F)(=O)=O)[S:19]([C:22]([F:25])([F:24])[F:23])(=O)=[O:20].O>N1C=CC=CC=1>[F:23][C:22]([F:25])([F:24])[S:19]([O:1][C:2]1[CH:11]=[CH:10][CH:9]=[C:8]2[C:3]=1[CH:4]=[CH:5][CH:6]=[N:7]2)(=[O:20])=[O:18] |f:1.2.3|. Conditions: temperature -20 celsius, time 1 hour. Procedure details: A solution of 5-hydroxy-quinoline (8 g, 55 mmol) and K2CO3 (15.2 g, 110 mmol) in anhydrous pyridine (60 mL) under nitrogen was cooled to −20° C. Tf2O (13.97 mL, 83 mmol) was added drop-wise via syringe. The reaction mixture was stirred 1 hour at −20° C. then warmed to 0° C. for 1 hour then stirred at ambient temperature for 48 hours. The reaction mixture was then poured into H2O (200 mL) and extracted in CH2Cl2 (2×200 mL). The aqueous layer was acidified with 1 N HCl (100 mL) and back extracted ... Solvent: N1=CC=CC=C1 (pyridine). The yield is 91.6%. Yields the product FC(S(=O)(=O)OC1=C2C=CC=NC2=CC=C1)(F)F (5-(Trifluoromethylsulfonyloxy)-quinoline). The reactants are O (H2O), OC1=C2C=CC=NC2=CC=C1 (5-hydroxy-quinoline), C(=O)([O-])[O-].[K+].[K+] (K2CO3), O(S(=O)(=O)C(F)(F)F)S(=O)(=O)C(F)(F)F (Tf2O). The reactants are C1CCNC1, C=O, CO, Cc1cc(C)c(C=C2C(=O)Nc3ccccc32)[nH]1. Yields the product Cc1cc(C)c(C=C2C(=O)N(CN3CCCC3)c3ccccc32)[nH]1. RXN SMILES: [CH2:1]1[CH2:2][CH2:3][NH:4][CH2:5]1.[CH2:6]=[O:7].[CH3:26][OH:27].[CH3:8][c:9]1[c:10]([CH:15]=[C:16]2[C:17](=[O:25])[NH:18][c:19]3[cH:20][cH:21][cH:22][cH:23][c:24]32)[nH:11][c:12]([CH3:14])[cH:13]1>>[CH2:1]1[CH2:2][CH2:3][N:4]([CH2:6][N:18]2[C:17](=[O:25])[C:16](=[CH:15][c:10]3[c:9]([CH3:8])[cH:13][c:12]([CH3:14])[nH:11]3)[c:24]3[c:19]2[cH:20][cH:21][cH:22][cH:23]3)[CH2:5]1.